Dataset: the Open Reaction Database (ORD), a public repository of structured organic reaction records. Task: describe an organic reaction: reactants, conditions, products, and yield The solvent is O1CCCC1 (tetrahydrofuran), O1CCCC1 (tetrahydrofuran). Yield: 50.0%. Reaction SMILES: [CH3:1][O:2][C:3]([C:5]1[S:6][CH:7]=[CH:8][C:9]=1[S:10]([N:13]=[C:14]=[O:15])(=[O:12])=[O:11])=[O:4].[NH2:16][C:17]1[N:22]=[C:21]([O:23][CH:24]([F:26])[F:25])[CH:20]=[C:19]([CH3:27])[N:18]=1>O1CCCC1>[CH3:1][O:2][C:3]([C:5]1[S:6][CH:7]=[CH:8][C:9]=1[S:10]([NH:13][C:14]([NH:16][C:17]1[N:22]=[C:21]([O:23][CH:24]([F:26])[F:25])[CH:20]=[C:19]([CH3:27])[N:18]=1)=[O:15])(=[O:12])=[O:11])=[O:4]. Reported procedure: A solution of 6.2 g of 2-methoxycarbonyl-3-thienylsulfonylisocyanate in 50 ml of absolute tetrahydrofuran is stirred dropwise into a solution of 4.4 g of 2-amino-4-difluoromethoxy-6-methylpyrimidine in 80 ml of absolute tetrahydrofuran. During the course of this addition, the temperature of the reaction mixture rises from 20° to 26° C. After it has been stirred for another hour, the raction mixture is filtered and the filtrate is concentrated. The residue is crystallised from ethyl acetate, affo... Yields the product COC(=O)C=1SC=CC1S(=O)(=O)NC(=O)NC1=NC(=CC(=N1)OC(F)F)C (N-(2-methoxycarbonyl-3-thienylsulfonyl)-N'-(4-difluoromethoxy-6-methylpyrimidin-2-yl)urea). Starting materials: COC(=O)C=1SC=CC1S(=O)(=O)N=C=O (2-methoxycarbonyl-3-thienylsulfonylisocyanate), NC1=NC(=CC(=N1)OC(F)F)C (2-amino-4-difluoromethoxy-6-methylpyrimidine). Isolated yield 69.6%. Procedure: To a solution of (1R)-1-hydroxy-5-t-butyldiphenylsilyloxy-1,2,3,4-tetrahydronaphthalene (1.5 g) in THF (20 ml) were added n-butyllithium (2.8 ml, 1.5M solution in hexane), (4,5-diphenyloxazol-2-yl)methyl bromide (1.8 g) and NaI (1.2 g) at −78° C. under N2. The solution was warmed to the room temperature and stirred for 6 hours. The mixture was poured into a mixture of ethyl acetate and water. The organic layer was washed with 1N-HCl solution, sat. NaHCO3 and brine, dried over MgSO4, and evaporat... The reactants are O[C@@H]1CCCC2=C(C=CC=C12)O[Si](C1=CC=CC=C1)(C1=CC=CC=C1)C(C)(C)C ((1R)-1-hydroxy-5-t-butyldiphenylsilyloxy-1,2,3,4-tetrahydronaphthalene), C(CCC)[Li] (n-butyllithium), C1(=CC=CC=C1)C=1N=C(OC1C1=CC=CC=C1)CBr ((4,5-diphenyloxazol-2-yl)methyl bromide), [Na+].[I-] (NaI). Run in O (water), C(C)(=O)OCC (ethyl acetate), C1CCOC1 (THF). Yields the product C1(=CC=CC=C1)C=1N=C(OC1C1=CC=CC=C1)CO[C@@H]1CCCC2=C(C=CC=C12)O[Si](C1=CC=CC=C1)(C1=CC=CC=C1)C(C)(C)C ((1R)-1-(4,5-diphenyloxazol-2-yl)methyloxy-5-t-butyldiphenylsilyloxy-1,2,3,4-tetrahydronaphthalene). Reaction conditions: time 6 hour. Reaction SMILES: [OH:1][C@H:2]1[C:11]2[C:6](=[C:7]([O:12][Si:13]([C:26]([CH3:29])([CH3:28])[CH3:27])([C:20]3[CH:25]=[CH:24][CH:23]=[CH:22][CH:21]=3)[C:14]3[CH:19]=[CH:18][CH:17]=[CH:16][CH:15]=3)[CH:8]=[CH:9][CH:10]=2)[CH2:5][CH2:4][CH2:3]1.C([Li])CCC.[C:35]1([C:41]2[N:42]=[C:43]([CH2:52]Br)[O:44][C:45]=2[C:46]2[CH:51]=[CH:50][CH:49]=[CH:48][CH:47]=2)[CH:40]=[CH:39][CH:38]=[CH:37][CH:36]=1.[Na+].[I-]>C1COCC1.O.C(OCC)(=O)C>[C:35]1([C:41]2[N:42]=[C:43]([CH2:52][O:1][C@H:2]3[C:11]4[C:6](=[C:7]([O:12][Si:13]([C:26]([CH3:29])([CH3:28])[CH3:27])([C:20]5[CH:25]=[CH:24][CH:23]=[CH:22][CH:21]=5)[C:14]5[CH:15]=[CH:16][CH:17]=[CH:18][CH:19]=5)[CH:8]=[CH:9][CH:10]=4)[CH2:5][CH2:4][CH2:3]3)[O:44][C:45]=2[C:46]2[CH:47]=[CH:48][CH:49]=[CH:50][CH:51]=2)[CH:40]=[CH:39][CH:38]=[CH:37][CH:36]=1 |f:3.4|. The reactants are COC(C1=C(C=C(C(=C1)Cl)N)OCCOC)=O (4-amino-5-chloro-2-(2-methoxyethoxy)benzoic acid methyl ester), [OH-].[Na+] (sodium hydroxide), O (water). The solvent is C(C)O (ethanol). Product: NC1=CC(=C(C(=O)O)C=C1Cl)OCCOC (4-Amino-5-chloro-2-(2-methoxyethoxy)benzoic acid). Yield: 78.0%. RXN SMILES: C[O:2][C:3](=[O:17])[C:4]1[CH:9]=[C:8]([Cl:10])[C:7]([NH2:11])=[CH:6][C:5]=1[O:12][CH2:13][CH2:14][O:15][CH3:16].[OH-].[Na+].O>C(O)C>[NH2:11][C:7]1[C:8]([Cl:10])=[CH:9][C:4]([C:3]([OH:17])=[O:2])=[C:5]([O:12][CH2:13][CH2:14][O:15][CH3:16])[CH:6]=1 |f:1.2|. Reported procedure: A solution of 4-amino-5-chloro-2-(2-methoxyethoxy)benzoic acid methyl ester (2.75 g, 10.6 mmol) in 95% ethanol (20 mL) was treated with 50% sodium hydroxide (10 mL) and water (10 mL), and refluxed for one hour. The ethanol was removed in vacuo and replaced with water. The aqueous solution was extracted with ether (20 mL) and acidified to pH 4 with concentrated hydrochloric acid (16 mL). A solid soon precipitated, and this was filtered, washed with water, air dried, and recrystallized from ethyl ... Reactants: C(C)OC(=O)C(C(=O)OCC)C(CC1CC(CCC1)=O)=O (Ethyl 2-ethoxycarbonyl-3-oxo-4-{3-oxocyclohexyl)butanoate), [H-].[Na+] (sodium hydride), C(C)(=O)O (acetic acid), O (water), [H-].[Na+] (Sodium hydride), oil, [H-].[Na+] (sodium hydride). Reagents/catalysts: C(C)O (ethanol). Run in C1(=CC=CC=C1)C (toluene), C1(=CC=CC=C1)C (toluene), petroleum spirit. Conditions: time 54 minute. Yields the product O=C1C(C(CC2CCCC(C12)=O)=O)C(=O)OCC (Ethyl 1,3,8-trioxodecahvdronaphthalene-2-carboxylate). RXN SMILES: [H-].[Na+].C(O[C:6]([CH:8]([C:14](=[O:23])[CH2:15][CH:16]1[CH2:21][CH2:20][CH2:19][C:18](=[O:22])[CH2:17]1)[C:9]([O:11][CH2:12][CH3:13])=[O:10])=[O:7])C.C(O)(=O)C.O>C1(C)C=CC=CC=1.C(O)C>[O:7]=[C:6]1[CH:17]2[CH:16]([CH2:21][CH2:20][CH2:19][C:18]2=[O:22])[CH2:15][C:14](=[O:23])[CH:8]1[C:9]([O:11][CH2:12][CH3:13])=[O:10] |f:0.1|. Reported procedure: Sodium hydride in oil (60%, 24 g, 0.6 mole) was washed portionwise with petroleum spirit (60°-80°; dried over CaH2 ; 250 ml) in an atmosphere of nitrogen. The sodium hydride was then covered with toluene (Na dried; 150 ml) and the mixture heated to vigorous reflux while being stirred mechanically. A solution of the diester (11) (30 mmoles) in toluene (Na dried, 60 ml), containing superdry ethanol (10 drops) was added during 6 min and reflux continued for a further 54 min. After cooling the mixtu... Starting materials: O=C(OCc1ccccc1)N1CC(C2CCCCC2)CC1CO, CN(C)C=O, Cl, O=[Cr](=O)([O-])O[Cr](=O)(=O)[O-], c1cc[nH+]cc1, c1cc[nH+]cc1. Product: O=C(O)C1CC(C2CCCCC2)CN1C(=O)OCc1ccccc1. Reaction SMILES: [CH2:1]([c:2]1[cH:3][cH:4][cH:5][cH:6][cH:7]1)[O:8][C:9](=[O:10])[N:11]1[CH:12]([CH2:22][OH:23])[CH2:13][CH:14]([CH:16]2[CH2:17][CH2:18][CH2:19][CH2:20][CH2:21]2)[CH2:15]1.[CH3:46][N:47]([CH3:48])[CH:49]=[O:50].[ClH:45].[Cr:24](=[O:25])([O:26][Cr:27]([O-:28])(=[O:29])=[O:30])([O-:31])=[O:32].[nH+:33]1[cH:34][cH:35][cH:36][cH:37][cH:38]1.[nH+:39]1[cH:40][cH:41][cH:42][cH:43][cH:44]1>>[CH2:1]([c:2]1[cH:3][cH:4][cH:5][cH:6][cH:7]1)[O:8][C:9](=[O:10])[N:11]1[CH:12]([C:22](=[O:23])[OH:25])[CH2:13][CH:14]([CH:16]2[CH2:17][CH2:18][CH2:19][CH2:20][CH2:21]2)[CH2:15]1. The reactants are ClC1=C(C=CC(=C1)NC(=O)C1=NC=CC=C1C(=O)O)CN1OCC(C1=O)(C)C (2-[[2-chloro-4-[(3-carboxy-2-pyridinyl)carbonylamino]phenyl]methyl]-4,4-dimethyl-3-isoxazolidinone), C(C)(=O)[O-].[Na+] (sodium acetate), ice water. Run in C(C)(=O)OC(C)=O (acetic anhydride). Yields the product ClC1=C(C=CC(=C1)N1C(C2=NC=CC=C2C1=O)=O)CN1OCC(C1=O)(C)C (2-[[2-chloro-4-(pyrrolo[3,4-b]pyridine-5,7-dione-6-yl)phenyl]-methyl]-4,4-dimethyl-3-isoxazolidinone). Yield: 29.2%. As a reaction SMILES: C([O-])(=O)C.[Na+].[Cl:6][C:7]1[CH:12]=[C:11]([NH:13][C:14]([C:16]2[C:21]([C:22]([OH:24])=O)=[CH:20][CH:19]=[CH:18][N:17]=2)=[O:15])[CH:10]=[CH:9][C:8]=1[CH2:25][N:26]1[C:30](=[O:31])[C:29]([CH3:33])([CH3:32])[CH2:28][O:27]1>C(OC(=O)C)(=O)C>[Cl:6][C:7]1[CH:12]=[C:11]([N:13]2[C:22](=[O:24])[C:21]3[C:16](=[N:17][CH:18]=[CH:19][CH:20]=3)[C:14]2=[O:15])[CH:10]=[CH:9][C:8]=1[CH2:25][N:26]1[C:30](=[O:31])[C:29]([CH3:33])([CH3:32])[CH2:28][O:27]1 |f:0.1|. Procedure: Using a method analogous to that of M. P. Cava et al., supra, a solution of 5.0 grams (0.061 mole) of sodium acetate in 50 mL of acetic anhydride was stirred while heating with a steam bath, and 1.5 grams (0.004 mole) of 2-[[2-chloro-4-[(3-carboxy-2-pyridinyl)carbonylamino]phenyl]methyl]-4,4-dimethyl-3-isoxazolidinone was added in one portion. Upon completion of addition the reaction mixture was heated with the steam bath for an additional 30 minutes. The reaction mixture was poured into 500 mL ...